This data is from the Open Reaction Database (ORD), a public repository of structured organic reaction records. The task is: describe an organic reaction: reactants, conditions, products, and yield The reactants are SC1=NC(=CC(=N1)O)C1=CC=CC=C1 (2-Mercapto-4-hydroxy-6-phenylpyrimidine), ClCC(=O)O (chloroacetic acid), Cl (hydrochloric acid). The yield is 83.5%. Reported procedure: 2-Mercapto-4-hydroxy-6-phenylpyrimidine (8.6 g, 42 mmol) and chloroacetic acid (8.5 g, 90 mmol) were slurried in water (100 mL). After refluxing the mixture for 24 hours, hydrochloric acid was added and the precipitate was isolated by filtration. The solid was dried in a vacuum oven to give 6.6 g (83%) of 2,4-dihydroxy-6-phenylpyrimidine. Reaction SMILES: S[C:2]1[N:7]=[C:6]([OH:8])[CH:5]=[C:4]([C:9]2[CH:14]=[CH:13][CH:12]=[CH:11][CH:10]=2)[N:3]=1.ClCC(O)=[O:18].Cl>O>[OH:18][C:2]1[N:7]=[C:6]([OH:8])[CH:5]=[C:4]([C:9]2[CH:14]=[CH:13][CH:12]=[CH:11][CH:10]=2)[N:3]=1. The product is OC1=NC(=CC(=N1)O)C1=CC=CC=C1 (2,4-dihydroxy-6-phenylpyrimidine). Run in O (water). Starting materials: CC=NNc1nnc(C(C)(C)C)s1, CNC(=O)ON=C(C#N)c1ccccc1, Cc1ccccc1, [H-], [Na+], O. The product is CC=NN(C(=O)NC)c1nnc(C(C)(C)C)s1. Reaction SMILES: [C:3]([CH3:4])([CH3:5])([CH3:6])[c:7]1[n:8][n:9][c:10]([NH:12][N:13]=[CH:14][CH3:15])[s:11]1.[CH3:16][NH:17][C:18](=[O:19])[O:20][N:21]=[C:22]([c:23]1[cH:24][cH:25][cH:26][cH:27][cH:28]1)[C:29]#[N:30].[CH3:32][c:33]1[cH:34][cH:35][cH:36][cH:37][cH:38]1.[H-:1].[Na+:2].[OH2:31]>>[C:3]([CH3:4])([CH3:5])([CH3:6])[c:7]1[n:8][n:9][c:10]([N:12]([N:13]=[CH:14][CH3:15])[C:18]([NH:17][CH3:16])=[O:19])[s:11]1.